Dataset: the Open Reaction Database (ORD), a public repository of structured organic reaction records. Task: describe an organic reaction: reactants, conditions, products, and yield Reactants: CCCc1c(SCCOc2ccc(C#N)cc2)ccc(C(C)=O)c1O, CCCc1c(SCCOc2ccc(-c3nnn[nH]3)cc2)ccc(C(C)=O)c1O. The product is CCCc1c(SCCCOc2ccc(-c3nnn[nH]3)cc2)ccc(C(C)=O)c1O. RXN SMILES: [C:1]([CH3:2])(=[O:3])[c:4]1[c:5]([OH:25])[c:6]([CH2:22][CH2:23][CH3:24])[c:7]([S:10][CH2:11][CH2:12][O:13][c:14]2[cH:15][cH:16][c:17]([C:18]#[N:19])[cH:20][cH:21]2)[cH:8][cH:9]1.[OH:26][c:27]1[c:28]([CH2:29][CH2:30][CH3:31])[c:32]([S:33][CH2:34][CH2:38][O:39][c:40]2[cH:41][cH:42][c:43](-[c:46]3[n:47][n:48][n:49][nH:50]3)[cH:44][cH:45]2)[cH:35][cH:36][c:37]1[C:51](=[O:52])[CH3:53]>>[C:1]([CH3:2])(=[O:3])[c:4]1[c:5]([OH:25])[c:6]([CH2:22][CH2:23][CH3:24])[c:7]([S:10][CH2:11][CH2:12][CH2:38][O:39][c:40]2[cH:41][cH:42][c:43](-[c:46]3[nH:47][n:48][n:49][n:50]3)[cH:44][cH:45]2)[cH:8][cH:9]1. Starting materials: C(C)OC1=NS(C(=C1Br)C(N)=O)=O (3-Ethoxy-4-bromo-5-carbamoylisothiazole-1-oxide), N(=O)[O-].[Na+] (sodium nitrite). Run in FC(C(=O)O)(F)F (trifluoroacetic acid). Conditions: time 2 minute. Yields the product C(C)OC1=NS(C(=C1Br)C(=O)O)=O (3-Ethoxy-4-bromo-5-carboxyisothiazole-1-oxide). Yield: 64.9%. Reaction SMILES: [CH2:1]([O:3][C:4]1[C:8]([Br:9])=[C:7]([C:10](=[O:12])N)[S:6](=[O:13])[N:5]=1)[CH3:2].N([O-])=[O:15].[Na+]>FC(F)(F)C(O)=O>[CH2:1]([O:3][C:4]1[C:8]([Br:9])=[C:7]([C:10]([OH:15])=[O:12])[S:6](=[O:13])[N:5]=1)[CH3:2] |f:1.2|. Procedure details: 3-Ethoxy-4-bromo-5-carbamoylisothiazole-1-oxide (267 mg, 1.0 mmol) was dissolved in 2 ml of trifluoroacetic acid and sodium nitrite (138 mg, 2.0 mmol) was added in small portions over a two minute period with stirring. Stirring was continued for two minutes at room temperature and then the solvent was removed in vacuo. The residual gum was stirred in 5 ml of ice water for five minutes. Filtration gave 174 mg (65% yield) of yellow solid; mp 158°-160° C., dec. Starting materials: FC1=CC=C(CN2C(N(CC2)C=2C=C(C(=O)OC)C=CN2)=O)C=C1 (methyl 2-(3-(4-fluorobenzyl)-2-oxoimidazolidin-1-yl)isonicotinate), FC(C1=CC=C(C=C1)C(N1C(N(CC1)C=1C=C(C(=O)OC)C=CN1)=O)(F)F)F (methyl 2-(3-((4-(difluoromethyl)phenyl)difluoromethyl)-2-oxoimidazolidin-1-yl)isonicotinate), FC1=CC=C(CN)C=C1 (4-fluorobenzylamine). Yields the product FC(C1=CC=C(C=C1)C(N1C(N(CC1)C=1C=C(C(=O)NCC2=CC=C(C=C2)F)C=CN1)=O)(F)F)F (2-(3-((4-(difluoromethyl)phenyl)-difluoromethyl)-2-oxoimidazolidin-1-yl)-N-(4-fluorobenzyl)isonicotinamide). Isolated yield 41.0%. RXN SMILES: [F:1][C:2]1[CH:24]=[CH:23][C:5]([CH2:6][N:7]2CCN(C3C=C(C=CN=3)C(OC)=O)C2=O)=[CH:4][CH:3]=1.[F:25][CH:26]([F:52])[C:27]1[CH:32]=[CH:31][C:30]([C:33]([F:51])([F:50])[N:34]2[CH2:38][CH2:37][N:36]([C:39]3[CH:40]=[C:41]([CH:46]=[CH:47][N:48]=3)[C:42]([O:44]C)=O)[C:35]2=[O:49])=[CH:29][CH:28]=1.FC1C=CC(CN)=CC=1>>[F:52][CH:26]([F:25])[C:27]1[CH:28]=[CH:29][C:30]([C:33]([F:50])([F:51])[N:34]2[CH2:38][CH2:37][N:36]([C:39]3[CH:40]=[C:41]([CH:46]=[CH:47][N:48]=3)[C:42]([NH:7][CH2:6][C:5]3[CH:23]=[CH:24][C:2]([F:1])=[CH:3][CH:4]=3)=[O:44])[C:35]2=[O:49])=[CH:31][CH:32]=1. Procedure: Following the procedure as described in Example 15, making variations as required to replace methyl 2-(3-(4-fluorobenzyl)-2-oxoimidazolidin-1-yl)isonicotinate with methyl 2-(3-((4-(difluoromethyl)phenyl)difluoromethyl)-2-oxoimidazolidin-1-yl)isonicotinate to react with 4-fluorobenzylamine, 2-(3-((4-(difluoromethyl)phenyl)-difluoromethyl)-2-oxoimidazolidin-1-yl)-N-(4-fluorobenzyl)isonicotinamide was obtained as a colorless solid in 41% yield: mp 173-175° C.; 1H NMR (300 MHz, CDCl3) δ 8.40 (d, J=5... Reactants: C1OC=2C=C(CCN)C=CC2OC1 (3,4-ethylenedioxyphenethylamine), ClC=1C2=C(N=C(N1)C=1C=NC=CC1)SC(=C2)C (4-chloro-2-(pyridin-3-yl)-6-methyl-thieno-[2,3-d]-pyrimidine). RXN SMILES: [CH2:1]1[CH2:13][O:12][C:11]2[CH:10]=[CH:9][C:5]([CH2:6][CH2:7][NH2:8])=[CH:4][C:3]=2[O:2]1.Cl[C:15]1[C:16]2[CH:29]=[C:28]([CH3:30])[S:27][C:17]=2[N:18]=[C:19]([C:21]2[CH:22]=[N:23][CH:24]=[CH:25][CH:26]=2)[N:20]=1>>[N:23]1[CH:24]=[CH:25][CH:26]=[C:21]([C:19]2[N:20]=[C:15]([NH:8][CH2:7][CH2:6][C:5]3[CH:9]=[CH:10][C:11]4[O:12][CH2:13][CH2:1][O:2][C:3]=4[CH:4]=3)[C:16]3[CH:29]=[C:28]([CH3:30])[S:27][C:17]=3[N:18]=2)[CH:22]=1. Procedure: With the procedure of Example 1, the reaction of 3,4-ethylenedioxyphenethylamine with 4-chloro-2-(pyridin-3-yl)-6-methyl-thieno-[2,3-d]-pyrimidine yields 2-(pyridin-3-yl)-4-(3,4-ethylenedioxyphenethylamino)-6-methyl- thieno-[2,3-d]-pyrimidine. Yields the product N1=CC(=CC=C1)C=1N=C(C2=C(N1)SC(=C2)C)NCCC2=CC1=C(C=C2)OCCO1 (2-(pyridin-3-yl)-4-(3,4-ethylenedioxyphenethylamino)-6-methyl- thieno-[2,3-d]-pyrimidine). The reactants are CN(/C=C/C(=O)C1=NN(C=CC1=O)C1=CC(=CC=C1)F)C (3-((E)-3-Dimethylamino-acryloyl)-1-(3-fluoro-phenyl)-1H-pyridazin-4-one), N(N)C1=CC(=NC=C1)C (4-hydrazino-2-methylpyridine). Yields the product FC=1C=C(C=CC1)N1N=C(C(C=C1)=O)C=1N(N=CC1)C1=CC(=NC=C1)C (1-(3-Fluoro-phenyl)-3-[2-(2-methyl-pyridin-4-yl)-2H-pyrazol-3-yl]-1H-pyridazin-4-one). Reaction SMILES: C[N:2](C)/[CH:3]=[CH:4]/[C:5]([C:7]1[C:12](=[O:13])[CH:11]=[CH:10][N:9]([C:14]2[CH:19]=[CH:18][CH:17]=[C:16]([F:20])[CH:15]=2)[N:8]=1)=O.[NH:22]([C:24]1[CH:29]=[CH:28][N:27]=[C:26]([CH3:30])[CH:25]=1)N>>[F:20][C:16]1[CH:15]=[C:14]([N:9]2[CH:10]=[CH:11][C:12](=[O:13])[C:7]([C:5]3[N:22]([C:24]4[CH:29]=[CH:28][N:27]=[C:26]([CH3:30])[CH:25]=4)[N:2]=[CH:3][CH:4]=3)=[N:8]2)[CH:19]=[CH:18][CH:17]=1. Reported procedure: The product was obtained starting from 3-((E)-3-Dimethylamino-acryloyl)-1-(3-fluoro-phenyl)-1H-pyridazin-4-one (A-13) and 4-hydrazino-2-methylpyridine according to the method described for example 91. MS: M=348.2 (M+H)+ Starting materials: CN1C2=CC=C(C=C2C=2CSC3=C(C12)C=CC=C3)O (11-methyl-6,11-dihydro-5-thia-11-aza-benzo[a]fluoren-8-ol), CC(C)(C)[Si](C)(C)Cl (TBSCl). The product is C(C)(C)(C)[Si](OC=1C=C2C=3CSC4=C(C3N(C2=CC1)C)C=CC=C4)(C)C (8-(tert-butyl-dimethyl-silanyloxy)-11-methyl-6,11-dihydro-5-thia-11-aza-benzo[a]fluorene). RXN SMILES: [CH3:1][N:2]1[C:14]2[C:13]3[CH:15]=[CH:16][CH:17]=[CH:18][C:12]=3[S:11][CH2:10][C:9]=2[C:8]2[C:3]1=[CH:4][CH:5]=[C:6]([OH:19])[CH:7]=2.[CH3:20][C:21]([Si:24](Cl)([CH3:26])[CH3:25])([CH3:23])[CH3:22]>>[C:21]([Si:24]([CH3:26])([CH3:25])[O:19][C:6]1[CH:7]=[C:8]2[C:3](=[CH:4][CH:5]=1)[N:2]([CH3:1])[C:14]1[C:13]3[CH:15]=[CH:16][CH:17]=[CH:18][C:12]=3[S:11][CH2:10][C:9]2=1)([CH3:23])([CH3:22])[CH3:20]. Procedure details: Following the procedure described in Example 80, using 11-methyl-6,11-dihydro-5-thia-11-aza-benzo[a]fluoren-8-ol (1.15 g, 3.123 mmol) and TBSCl (562 mg, 3.75 mmol) as the starting material, the title compound was prepared as a white solid.